From a dataset of the Open Reaction Database (ORD), a public repository of structured organic reaction records. describe an organic reaction: reactants, conditions, products, and yield Starting materials: COc1cccc2c1CCC(CO)C2, O=C(Cl)N(c1ccccc1)c1ccccc1, c1ccncc1. The product is COc1cccc2c1CCC(COC(=O)N(c1ccccc1)c1ccccc1)C2. As a reaction SMILES: [CH3:1][O:2][c:3]1[c:4]2[c:9]([cH:10][cH:11][cH:12]1)[CH2:8][CH:7]([CH2:13][OH:14])[CH2:6][CH2:5]2.[c:15]1([N:21]([C:22](=[O:23])[Cl:24])[c:25]2[cH:26][cH:27][cH:28][cH:29][cH:30]2)[cH:16][cH:17][cH:18][cH:19][cH:20]1.[cH:31]1[cH:32][cH:33][n:34][cH:35][cH:36]1>>[CH3:1][O:2][c:3]1[c:4]2[c:9]([cH:10][cH:11][cH:12]1)[CH2:8][CH:7]([CH2:13][O:14][C:22]([N:21]([c:15]1[cH:16][cH:17][cH:18][cH:19][cH:20]1)[c:25]1[cH:26][cH:27][cH:28][cH:29][cH:30]1)=[O:23])[CH2:6][CH2:5]2. The reactants are CSc1cccc(Oc2ncc(F)cc2C(=O)NC2CCC(C(=O)OCc3ccccc3)CC2)c1, CO, O=CO, [Pd]. The product is CSc1cccc(Oc2ncc(F)cc2C(=O)NC2CCC(C(=O)O)CC2)c1. As a reaction SMILES: [CH2:1]([c:2]1[cH:3][cH:4][cH:5][cH:6][cH:7]1)[O:8][C:9](=[O:10])[CH:11]1[CH2:12][CH2:13][CH:14]([NH:17][C:18](=[O:19])[c:20]2[c:21]([O:27][c:28]3[cH:29][c:30]([S:34][CH3:35])[cH:31][cH:32][cH:33]3)[n:22][cH:23][c:24]([F:26])[cH:25]2)[CH2:15][CH2:16]1.[CH3:39][OH:40].[CH:36]([OH:37])=[O:38].[Pd:41]>>[O:8]=[C:9]([OH:10])[CH:11]1[CH2:12][CH2:13][CH:14]([NH:17][C:18](=[O:19])[c:20]2[c:21]([O:27][c:28]3[cH:29][c:30]([S:34][CH3:35])[cH:31][cH:32][cH:33]3)[n:22][cH:23][c:24]([F:26])[cH:25]2)[CH2:15][CH2:16]1. Starting materials: CCOP(=O)(CC(N)=O)OCC, C=CCOC(=O)N1CC(C(C)(C)C)CC1(CCn1cnc(C=O)c1)O[SiH](C)C, CC(C)(C)[O-], CCOC(C)=O, [K+], C1CCOC1, O. Product: C=CCOC(=O)N1CC(C(C)(C)C)CC1(CCn1cnc(C=CC(N)=O)c1)O[SiH](C)C. As a reaction SMILES: [C:1]([NH2:2])(=[O:3])[CH2:4][P:5](=[O:6])([O:7][CH2:8][CH3:9])[O:10][CH2:11][CH3:12].[CH2:19]([CH:20]=[CH2:21])[O:22][C:23](=[O:24])[N:25]1[C:26]([CH2:34][CH2:35][n:36]2[cH:37][n:38][c:39]([CH:41]=[O:42])[cH:40]2)([O:43][SiH:44]([CH3:45])[CH3:46])[CH2:27][CH:28]([C:30]([CH3:31])([CH3:32])[CH3:33])[CH2:29]1.[CH3:13][C:14]([CH3:15])([O-:16])[CH3:17].[CH3:52][CH2:53][O:54][C:55](=[O:56])[CH3:57].[K+:18].[O:47]1[CH2:48][CH2:49][CH2:50][CH2:51]1.[OH2:58]>>[C:1]([NH2:2])(=[O:3])[CH:4]=[CH:41][c:39]1[n:38][cH:37][n:36]([CH2:35][CH2:34][C:26]2([O:43][SiH:44]([CH3:45])[CH3:46])[N:25]([C:23]([O:22][CH2:19][CH:20]=[CH2:21])=[O:24])[CH2:29][CH:28]([C:30]([CH3:31])([CH3:32])[CH3:33])[CH2:27]2)[cH:40]1. Reactants: COC1=CC=C(C=C1)S(=O)(=O)N[C@@H](C(=O)O)C(C)C (2(R)-(4-methoxybenzenesulfonylamino)-3-methylbutyric acid), C([O-])([O-])=O.[Cs+].[Cs+] (cesium carbonate), C(C1=CC=CC=C1)Br (benzyl bromide). Solvent: CN(C=O)C (dimethylformamide). Reaction conditions: time 8 hour. Product: C(C1=CC=CC=C1)OC([C@@H](C(C)C)NS(=O)(=O)C1=CC=C(C=C1)OC)=O (2(R)-(4-methoxybenzenesulfonylamino)-3-methylbutyric acid benzyl ester). Yield: 83.6%. Reaction SMILES: [CH3:1][O:2][C:3]1[CH:8]=[CH:7][C:6]([S:9]([NH:12][C@H:13]([CH:17]([CH3:19])[CH3:18])[C:14]([OH:16])=[O:15])(=[O:11])=[O:10])=[CH:5][CH:4]=1.C(=O)([O-])[O-].[Cs+].[Cs+].[CH2:26](Br)[C:27]1[CH:32]=[CH:31][CH:30]=[CH:29][CH:28]=1>CN(C)C=O>[CH2:26]([O:15][C:14](=[O:16])[C@H:13]([NH:12][S:9]([C:6]1[CH:7]=[CH:8][C:3]([O:2][CH3:1])=[CH:4][CH:5]=1)(=[O:11])=[O:10])[CH:17]([CH3:19])[CH3:18])[C:27]1[CH:32]=[CH:31][CH:30]=[CH:29][CH:28]=1 |f:1.2.3|. Reported procedure: To a solution of 2(R)-(4-methoxybenzenesulfonylamino)-3-methylbutyric acid (40 g, 139.2 mmol) and cesium carbonate (85.7 g, 444 mmol) in dimethylformamide was added benzyl bromide (16.1 g, 135 mmol). The reaction mixture was stirred overnight. The dimethylformamide was removed on the rotoevaporator and the residue was dissolved in ethyl acetate (200 ml) and partitioned with an equal volume of water. The organic phase was collected and washed with an equal volume of brine. The aqueous phases were...